This data is from the Open Reaction Database (ORD), a public repository of structured organic reaction records. The task is: describe an organic reaction: reactants, conditions, products, and yield Starting materials: C(C1=CC=CC=C1)OC(CN1[C@H](C(=O)N(C([C@@H](N)[C@@H](C)CC)=O)CC2=CC=CC=C2)CCC1)=O (L-isoleucine, N-[1-(2-benzyloxy-2-oxoethyl)-L-prolyl] benzylamide), [H][H] (hydrogen). The reagents and catalysts are [Pd] (palladium on carbon). Solvent: CO (methanol). Run at temperature 22 celsius, time 8 hour. The product is C(=O)(O)CN1[C@H](C(=O)N(C([C@@H](N)[C@@H](C)CC)=O)CC2=CC=CC=C2)CCC1 (L-isoleucine, N-[1-(carboxymethyl)-L-prolyl] benzylamide). Yield: 96.0%. Reaction SMILES: C([O:8][C:9](=[O:34])[CH2:10][N:11]1[CH2:33][CH2:32][CH2:31][C@H:12]1[C:13]([N:15]([CH2:24][C:25]1[CH:30]=[CH:29][CH:28]=[CH:27][CH:26]=1)[C:16](=[O:23])[C@H:17]([C@H:19]([CH2:21][CH3:22])[CH3:20])[NH2:18])=[O:14])C1C=CC=CC=1.[H][H]>[Pd].CO>[C:9]([CH2:10][N:11]1[CH2:33][CH2:32][CH2:31][C@H:12]1[C:13]([N:15]([CH2:24][C:25]1[CH:30]=[CH:29][CH:28]=[CH:27][CH:26]=1)[C:16](=[O:23])[C@H:17]([C@H:19]([CH2:21][CH3:22])[CH3:20])[NH2:18])=[O:14])([OH:34])=[O:8]. Procedure: Using the hydrogenation conditions described in example 4, a solution of L-isoleucine, N-[1-(2-benzyloxy-2-oxoethyl)-L-prolyl] benzylamide (14.80 g, 31.76 mmol), 10% palladium on carbon (0.80 g), and methanol (350 mL), was purged with hydrogen, and stirred under an atmosphere of hydrogen at 22° C. After 8 hrs, the solution was purged with argon, filtered through a plug of celite, and concentrated in vacuo to provide 11.47 g, (96%) of L-isoleucine, N-[1-(carboxymethyl)-L-prolyl] benzylamide as a ... The reactants are CCN(CC)C(=O)CCc1ccc(Nc2ncc(-c3ccc(OC)cc3)cn2)cc1, C1CCOC1, CO. Product: CCN(CC)CCCc1ccc(Nc2ncc(-c3ccc(OC)cc3)cn2)cc1. Reaction SMILES: [CH2:1]([CH3:2])[N:3]([C:4]([CH2:5][CH2:6][c:7]1[cH:8][cH:9][c:10]([NH:13][c:14]2[n:15][cH:16][c:17](-[c:20]3[cH:21][cH:22][c:23]([O:26][CH3:27])[cH:24][cH:25]3)[cH:18][n:19]2)[cH:11][cH:12]1)=[O:28])[CH2:29][CH3:30].[CH2:31]1[O:32][CH2:33][CH2:34][CH2:35]1.[CH3:36][OH:37]>>[CH2:1]([CH3:2])[N:3]([CH2:4][CH2:5][CH2:6][c:7]1[cH:8][cH:9][c:10]([NH:13][c:14]2[n:15][cH:16][c:17](-[c:20]3[cH:21][cH:22][c:23]([O:26][CH3:27])[cH:24][cH:25]3)[cH:18][n:19]2)[cH:11][cH:12]1)[CH2:29][CH3:30]. The reactants are O=C([O-])[O-], CC(C)=O, ClCc1ccccc1, [K+], [K+], O=C1CCCCc2cc(O)c(O)cc21. Product: O=C1CCCCc2cc(OCc3ccccc3)c(O)cc21. RXN SMILES: [C:23](=[O:24])([O-:25])[O-:26].[CH3:29][C:30](=[O:31])[CH3:32].[Cl:15][CH2:16][c:17]1[cH:18][cH:19][cH:20][cH:21][cH:22]1.[K+:27].[K+:28].[OH:1][c:2]1[c:3]([OH:14])[cH:4][c:5]2[c:6]([cH:13]1)[CH2:7][CH2:8][CH2:9][CH2:10][C:11]2=[O:12]>>[O:1]([c:2]1[c:3]([OH:14])[cH:4][c:5]2[c:6]([cH:13]1)[CH2:7][CH2:8][CH2:9][CH2:10][C:11]2=[O:12])[CH2:16][c:17]1[cH:18][cH:19][cH:20][cH:21][cH:22]1.